Dataset: the Open Reaction Database (ORD), a public repository of structured organic reaction records. Task: describe an organic reaction: reactants, conditions, products, and yield Starting materials: C(C(=O)Cl)(=O)Cl (Oxalyl chloride), CC1=C(C=C(C(=O)O)C=C1)N1C(C2=CC(=CC=C2C=C1)OCCN1CCCCC1)=O (4-Methyl-3-[1-oxo-7-(2-piperidin-1-ylethoxy)isoquinolin-2(1H)-yl]benzoic acid), N1=CC=CC=C1 (Pyridine), NC1=NOC=C1 (3-aminoisoxazole). Reagents/catalysts: CN(C)C=O (DMF). The solvent is C(C)(=O)OCC (ethyl acetate), C(Cl)Cl (methylene chloride). Reaction conditions: time 2 hour. Product: O1N=C(C=C1)NC(C1=CC(=C(C=C1)C)N1C(C2=CC(=CC=C2C=C1)OCCN1CCCCC1)=O)=O (N-isoxazol-3-yl-4-methyl-3-[1-oxo-7-(2-piperidin-1-ylethoxy)isoquinolin-2(1H)-yl]benzamide). As a reaction SMILES: [CH3:1][C:2]1[CH:10]=[CH:9][C:5]([C:6](O)=[O:7])=[CH:4][C:3]=1[N:11]1[CH:20]=[CH:19][C:18]2[C:13](=[CH:14][C:15]([O:21][CH2:22][CH2:23][N:24]3[CH2:29][CH2:28][CH2:27][CH2:26][CH2:25]3)=[CH:16][CH:17]=2)[C:12]1=[O:30].C(Cl)(=O)C(Cl)=O.N1C=CC=CC=1.[NH2:43][C:44]1[CH:48]=[CH:47][O:46][N:45]=1>C(Cl)Cl.CN(C=O)C.C(OCC)(=O)C>[O:46]1[CH:47]=[CH:48][C:44]([NH:43][C:6](=[O:7])[C:5]2[CH:9]=[CH:10][C:2]([CH3:1])=[C:3]([N:11]3[CH:20]=[CH:19][C:18]4[C:13](=[CH:14][C:15]([O:21][CH2:22][CH2:23][N:24]5[CH2:29][CH2:28][CH2:27][CH2:26][CH2:25]5)=[CH:16][CH:17]=4)[C:12]3=[O:30])[CH:4]=2)=[N:45]1. Reported procedure: 4-Methyl-3-[1-oxo-7-(2-piperidin-1-ylethoxy)isoquinolin-2(1H)-yl]benzoic acid (439 mg) was dissolved in methylene chloride (5 ml) and DMF (3 drops) and cooled to 0° C. under an argon atmosphere. Oxalyl chloride (0.19 ml) was added and the reaction mixture stirred at room temperature for 2 hours. Pyridine (0.90 ml) and 3-aminoisoxazole (0.40 ml) were added and the reaction mixture stirred at room temperature for 2 hours. The reaction mixture was diluted with ethyl acetate, washed with 1N NaOH, dr... The reactants are COC=1C=C(C(=O)N2CC(CC2)(C2=CC(=C(C=C2)C)C)CCN2CCC(CC2)NC2=NC3=C(N2)C=CC=C3)C=C(C1OC)OC (1-(3,4,5-trimethoxybenzoyl)-3-(2-(4-(1H-benzimidazol-2-yl-amino)piperidin-1-yl)ethyl)-3-(3,4-dimethylphenyl)pyrrolidine), C(C)OCCCl (2-chloroethyl ethyl ether), O1CCCC1 (tetrahydrofuran), C[Si](C)(C)[N-][Si](C)(C)C.[K+] (potassium bis(trimethylsilyl)amide). The reagents and catalysts are [Br-].C(CCC)[N+](CCCC)(CCCC)CCCC (tetrabutylammonium bromide). Run in CO (methanol), ClCCl (dichloromethane). Reaction conditions: temperature -78 celsius, time 20 minute. Product: COC=1C=C(C(=O)N2CC(CC2)(C2=CC(=C(C=C2)C)C)CCN2CCC(CC2)NC2=NC3=C(N2CCOCC)C=CC=C3)C=C(C1OC)OC (1-(3,4,5-trimethoxybenzoyl)-3-(2-(4-(1-(2-ethoxyethyl)-1H-benzimidazol-2-yl-amino)piperidin-1-yl)ethyl)-3-(3,4-dimethylphenyl)pyrrolidine). As a reaction SMILES: [CH3:1][O:2][C:3]1[CH:4]=[C:5]([CH:39]=[C:40]([O:44][CH3:45])[C:41]=1[O:42][CH3:43])[C:6]([N:8]1[CH2:12][CH2:11][C:10]([CH2:21][CH2:22][N:23]2[CH2:28][CH2:27][CH:26]([NH:29][C:30]3[NH:34][C:33]4[CH:35]=[CH:36][CH:37]=[CH:38][C:32]=4[N:31]=3)[CH2:25][CH2:24]2)([C:13]2[CH:18]=[CH:17][C:16]([CH3:19])=[C:15]([CH3:20])[CH:14]=2)[CH2:9]1)=[O:7].[O:46]1[CH2:50][CH2:49][CH2:48][CH2:47]1.C[Si]([N-][Si](C)(C)C)(C)C.[K+].C(OCCCl)C>[Br-].C([N+](CCCC)(CCCC)CCCC)CCC.ClCCl.CO>[CH3:45][O:44][C:40]1[CH:39]=[C:5]([CH:4]=[C:3]([O:2][CH3:1])[C:41]=1[O:42][CH3:43])[C:6]([N:8]1[CH2:12][CH2:11][C:10]([CH2:21][CH2:22][N:23]2[CH2:28][CH2:27][CH:26]([NH:29][C:30]3[N:31]([CH2:48][CH2:47][O:46][CH2:50][CH3:49])[C:32]4[CH:38]=[CH:37][CH:36]=[CH:35][C:33]=4[N:34]=3)[CH2:25][CH2:24]2)([C:13]2[CH:18]=[CH:17][C:16]([CH3:19])=[C:15]([CH3:20])[CH:14]=2)[CH2:9]1)=[O:7] |f:2.3,5.6|. Reported procedure: Combine 1-(3,4,5-trimethoxybenzoyl)-3-(2-(4-(1H-benzimidazol-2-yl-amino)piperidin-1-yl)ethyl)-3-(3,4-dimethylphenyl)pyrrolidine (0.46 g, 0.76 mmol) and tetrahydrofuran (35 mL). Cool to −78° C. using a dry-ice/acetone bath. Add a solution of potassium bis(trimethylsilyl)amide (2.1 mL, 0.5 M in toluene, 1.05 mmol). After 20 minutes, warm to ambient temperature. Add tetrabutylammonium bromide (0.21 g, 0.65 mmol) and 2-chloroethyl ethyl ether (1 mL). Heat to reflux. After 2 days, cool the reaction m... Product: Cc1ccc(NC(=O)Nc2cccc(C#N)c2)cc1C(=O)c1ccc(Nc2ccc(F)cc2F)cc1Cl. Reactants: N#Cc1cccc(N=C=O)c1, Cc1ccc(N)cc1C(=O)c1ccc(Nc2ccc(F)cc2F)cc1Cl, C1COCCO1. RXN SMILES: [C:27](#[N:28])[c:29]1[cH:30][c:31]([N:35]=[C:36]=[O:37])[cH:32][cH:33][cH:34]1.[NH2:1][c:2]1[cH:3][cH:4][c:5]([CH3:26])[c:6]([C:8](=[O:9])[c:10]2[c:11]([Cl:25])[cH:12][c:13]([NH:16][c:17]3[c:18]([F:24])[cH:19][c:20]([F:23])[cH:21][cH:22]3)[cH:14][cH:15]2)[cH:7]1.[O:38]1[CH2:39][CH2:40][O:41][CH2:42][CH2:43]1>>[NH:1]([c:2]1[cH:3][cH:4][c:5]([CH3:26])[c:6]([C:8](=[O:9])[c:10]2[c:11]([Cl:25])[cH:12][c:13]([NH:16][c:17]3[c:18]([F:24])[cH:19][c:20]([F:23])[cH:21][cH:22]3)[cH:14][cH:15]2)[cH:7]1)[C:36]([NH:35][c:31]1[cH:30][c:29]([C:27]#[N:28])[cH:34][cH:33][cH:32]1)=[O:37].